Dataset: the Open Reaction Database (ORD), a public repository of structured organic reaction records. Task: describe an organic reaction: reactants, conditions, products, and yield RXN SMILES: [CH:1]1([NH:4][C:5]([CH2:7][CH2:8][C:9]2[C:10]([CH3:32])=[N:11][O:12][C:13]=2[C:14]2[CH:19]=[CH:18][C:17]([C:20]3[CH:25]=[CH:24][C:23]([C:26]4([C:29]([OH:31])=[O:30])[CH2:28][CH2:27]4)=[CH:22][CH:21]=3)=[CH:16][CH:15]=2)=[O:6])[CH2:3][CH2:2]1.I[CH3:34]>>[CH:1]1([N:4]([CH3:34])[C:5]([CH2:7][CH2:8][C:9]2[C:10]([CH3:32])=[N:11][O:12][C:13]=2[C:14]2[CH:19]=[CH:18][C:17]([C:20]3[CH:25]=[CH:24][C:23]([C:26]4([C:29]([OH:31])=[O:30])[CH2:28][CH2:27]4)=[CH:22][CH:21]=3)=[CH:16][CH:15]=2)=[O:6])[CH2:2][CH2:3]1. Starting materials: C1(CC1)NC(=O)CCC=1C(=NOC1C1=CC=C(C=C1)C1=CC=C(C=C1)C1(CC1)C(=O)O)C (1-{4′-[4-(2-Cyclopropylcarbamoyl-ethyl)-3-methyl-isoxazol-5-yl]-biphenyl-4-yl}-cyclopropanecarboxylic acid), IC (iodomethane). The product is C1(CC1)N(C(=O)CCC=1C(=NOC1C1=CC=C(C=C1)C1=CC=C(C=C1)C1(CC1)C(=O)O)C)C (1-(4′-{4-[2-(Cyclopropyl-methyl-carbamoyl)-ethyl]-3-methyl-isoxazol-5-yl}-biphenyl-4-yl)-cyclopropanecarboxylic acid). Procedure details: Prepared according to the procedure described in Example 34, Step 4, using 1-{4′-[4-(2-Cyclopropylcarbamoyl-ethyl)-3-methyl-isoxazol-5-yl]-biphenyl-4-yl}-cyclopropanecarboxylic acid and iodomethane. Yields the product N#Cc1cccc2c1CNCC2. RXN SMILES: [C:1]([O:2][C:3](=[O:4])[N:8]1[CH2:9][c:10]2[c:11]([C:18]#[N:19])[cH:12][cH:13][cH:14][c:15]2[CH2:16][CH2:17]1)([CH3:5])([CH3:6])[CH3:7].[Cl:27][CH2:28][Cl:29].[OH:20][C:21]([C:22]([F:23])([F:24])[F:25])=[O:26]>>[NH:8]1[CH2:9][c:10]2[c:11]([C:18]#[N:19])[cH:12][cH:13][cH:14][c:15]2[CH2:16][CH2:17]1. Reactants: CC(C)(C)OC(=O)N1CCc2cccc(C#N)c2C1, ClCCl, O=C(O)C(F)(F)F. Reactants: O=C1CCC(=O)N1Br, ClC(Cl)(Cl)Cl, Cc1ccc2c(c1)CCc1ccccc1C2=O. Yields the product CCc1ccc2c(c1)CCc1ccccc1C2=O. Reaction SMILES: [Br:18][N:19]1[C:20](=[O:25])[CH2:24][CH2:23][C:21]1=[O:22].[C:26]([Cl:27])([Cl:28])([Cl:29])[Cl:30].[CH3:1][c:2]1[cH:3][c:4]2[c:5]([cH:16][cH:17]1)[C:6](=[O:15])[c:7]1[c:8]([cH:11][cH:12][cH:13][cH:14]1)[CH2:9][CH2:10]2>>[CH2:1]([c:2]1[cH:3][c:4]2[c:5]([cH:16][cH:17]1)[C:6](=[O:15])[c:7]1[c:8]([cH:11][cH:12][cH:13][cH:14]1)[CH2:9][CH2:10]2)[CH3:20].